From a dataset of the Open Reaction Database (ORD), a public repository of structured organic reaction records. describe an organic reaction: reactants, conditions, products, and yield Starting materials: CN(C(SC1=C(C=CC(=C1)F)Br)=O)C (S-(2-bromo-5-fluorophenyl) dimethylthiocarbamate). Run in [OH-].[Na+] (sodium hydroxide). The product is BrC1=C(C=C(C=C1)F)S (2-Bromo-5-fluorothiophenol). Isolated yield 99.0%. Reaction SMILES: CN(C)C(=O)[S:4][C:5]1[CH:10]=[C:9]([F:11])[CH:8]=[CH:7][C:6]=1[Br:12]>[OH-].[Na+]>[Br:12][C:6]1[CH:7]=[CH:8][C:9]([F:11])=[CH:10][C:5]=1[SH:4] |f:1.2|. Procedure details: 51.30 g of S-(2-bromo-5-fluorophenyl) dimethylthiocarbamate were dissolved in 700 ml of MOH, 494 ml of a 1 N aqueous sodium hydroxide solution were added and the reaction mixture was heated for 2 h under reflux. After cooling, the MOH was removed in vacuo, 200 ml of water were added and the mixture was extracted three times with 150 ml each of DCM. Subsequently, the mixture was acidified to pH=1 with concentrated hydrochloric acid and extracted four times with 200 ml each of EA. The combined org... Starting materials: NC([C@H](CC1=CC=C(C=C1)C=1C=CC2=C(N(C(O2)=O)C)C1)NC(=O)C1(CCOCC1)NC(OC(C)(C)C)=O)=O ((S)-tert-Butyl 4-(1-amino-3-(4-(3-methyl-2-oxo-2,3-dihydrobenzo[d]oxazol-5-yl)phenyl)-1-oxopropan-2-ylcarbamoyl)tetrahydro-2H-pyran-4-ylcarbamate), CC[N+](CC)(CC)S(=O)(=O)N=C([O-])OC (Burgess' reagent). Run in ClCCl (dichloromethane). Reaction conditions: time 18 hour. Product: C(#N)[C@H](CC1=CC=C(C=C1)C=1C=CC2=C(N(C(O2)=O)C)C1)NC(=O)C1(CCOCC1)NC(OC(C)(C)C)=O ((S)-tert-Butyl 4-(1-cyano-2-(4-(3-methyl-2-oxo-2,3-dihydrobenzo[d]oxazol-5-yl)phenyl)ethylcarbamoyl)tetrahydro-2H-pyran-4-ylcarbamate). RXN SMILES: [NH2:1][C:2](=O)[C@@H:3]([NH:22][C:23]([C:25]1([NH:31][C:32](=[O:38])[O:33][C:34]([CH3:37])([CH3:36])[CH3:35])[CH2:30][CH2:29][O:28][CH2:27][CH2:26]1)=[O:24])[CH2:4][C:5]1[CH:10]=[CH:9][C:8]([C:11]2[CH:12]=[CH:13][C:14]3[O:18][C:17](=[O:19])[N:16]([CH3:20])[C:15]=3[CH:21]=2)=[CH:7][CH:6]=1.CC[N+](S(N=C(OC)[O-])(=O)=O)(CC)CC>ClCCl>[C:2]([C@@H:3]([NH:22][C:23]([C:25]1([NH:31][C:32](=[O:38])[O:33][C:34]([CH3:36])([CH3:35])[CH3:37])[CH2:30][CH2:29][O:28][CH2:27][CH2:26]1)=[O:24])[CH2:4][C:5]1[CH:10]=[CH:9][C:8]([C:11]2[CH:12]=[CH:13][C:14]3[O:18][C:17](=[O:19])[N:16]([CH3:20])[C:15]=3[CH:21]=2)=[CH:7][CH:6]=1)#[N:1]. Reported procedure: (S)-tert-Butyl 4-(1-amino-3-(4-(3-methyl-2-oxo-2,3-dihydrobenzo[d]oxazol-5-yl)phenyl)-1-oxopropan-2-ylcarbamoyl)tetrahydro-2H-pyran-4-ylcarbamate (Example 17, step (i), 150 mg) in dichloromethane (15 mL) was treated with Burgess' reagent (100 mg) and stirred for 18 h. The reaction mixture was evaporated to a residue (145 mg) and used crude in the following step. The reactants are O=C1NC2=C(CCN1C1CCN(CC1)C(=O)O[C@H](CC1=CC(=C(C(=C1)C)N)N)C(=O)OC)C=CC=C2 ((R)-2-(3,4-diamino-5-methyl-phenyl)-1-methoxycarbonyl-ethyl 4-(2-oxo-1,2,4,5-tetrahydro-1,3-benzodiazepin-3-yl)-piperidine-1-carboxylate), COC(OC)(OC)OC (tetramethoxymethane), O.C=1(C(=CC=CC1)S(=O)(=O)O)C (toluenesulphonic acid hydrate). Solvent: CO (MeOH). Product: O=C1NC2=C(CCN1C1CCN(CC1)C(=O)O[C@H](CC1=CC3=C(NC(=N3)OC)C(=C1)C)C(=O)OC)C=CC=C2 ((R)-1-methoxycarbonyl-2-(2-methoxy-7-methyl-1H-benzimidazol-5-yl)-ethyl 4-(2-oxo-1,2,4,5-tetrahydro-1,3-benzodiazepin-3-yl)-piperidine-1-carboxylate). RXN SMILES: [O:1]=[C:2]1[N:8]([CH:9]2[CH2:14][CH2:13][N:12]([C:15]([O:17][C@@H:18]([C:29]([O:31][CH3:32])=[O:30])[CH2:19][C:20]3[CH:25]=[C:24]([CH3:26])[C:23]([NH2:27])=[C:22]([NH2:28])[CH:21]=3)=[O:16])[CH2:11][CH2:10]2)[CH2:7][CH2:6][C:5]2[CH:33]=[CH:34][CH:35]=[CH:36][C:4]=2[NH:3]1.[CH3:37][O:38][C:39](OC)(OC)OC.O.C1(C)C(S(O)(=O)=O)=CC=CC=1>CO>[O:1]=[C:2]1[N:8]([CH:9]2[CH2:10][CH2:11][N:12]([C:15]([O:17][C@@H:18]([C:29]([O:31][CH3:32])=[O:30])[CH2:19][C:20]3[CH:25]=[C:24]([CH3:26])[C:23]4[NH:27][C:37]([O:38][CH3:39])=[N:28][C:22]=4[CH:21]=3)=[O:16])[CH2:13][CH2:14]2)[CH2:7][CH2:6][C:5]2[CH:33]=[CH:34][CH:35]=[CH:36][C:4]=2[NH:3]1 |f:2.3|. Procedure details: A solution of 1.00 g (2.02 mmol) (R)-2-(3,4-diamino-5-methyl-phenyl)-1-methoxycarbonyl-ethyl 4-(2-oxo-1,2,4,5-tetrahydro-1,3-benzodiazepin-3-yl)-piperidine-1-carboxylate and 2.00 mL (15.01 mmol) tetramethoxymethane in 20 mL MeOH was refluxed for 1 h in the presence of 40 mg (0.21 mmol) toluenesulphonic acid hydrate. The mixture was evaporated down i.vac. and the residue was purified by chromatography (Alox, activity grade II-III, DCM/MeOH 20:1).